Task: describe an organic reaction: reactants, conditions, products, and yield. Dataset: the Open Reaction Database (ORD), a public repository of structured organic reaction records The product is C(C)OC(=O)C=1N(C=C(C1)F)CC(=O)C1=CC=C(C=C1)Br (1-[2-(4-bromo-phenyl)-2-oxo-ethyl]-4-fluoro-1H-pyrrole-2-carboxylic acid ethyl ester). Conditions: temperature 35 celsius, time 3 day. Procedure: To a solution of 15.7 g (100 mmol) 4-fluoro-1H-pyrrole-2-carboxylic acid ethyl ester and 27.8 g (100 mmol) 2,4′-dibromoacetophenone in 150 ml acetone is added 16.6 g (120 mmol) cesium carbonate. The resulting suspension is stirred at 35° C. for 3 days. The reaction mixture is added to 600 ml water under stirring. The resulting precipitate is filtered off, washed with water and dried under vacuum to afford 1-[2-(4-bromo-phenyl)-2-oxo-ethyl]-4-fluoro-1H-pyrrole-2-carboxylic acid ethyl ester as lig... As a reaction SMILES: [CH2:1]([O:3][C:4]([C:6]1[NH:7][CH:8]=[C:9]([F:11])[CH:10]=1)=[O:5])[CH3:2].Br[CH2:13][C:14]([C:16]1[CH:21]=[CH:20][C:19]([Br:22])=[CH:18][CH:17]=1)=[O:15].C(=O)([O-])[O-].[Cs+].[Cs+].O>CC(C)=O>[CH2:1]([O:3][C:4]([C:6]1[N:7]([CH2:13][C:14]([C:16]2[CH:21]=[CH:20][C:19]([Br:22])=[CH:18][CH:17]=2)=[O:15])[CH:8]=[C:9]([F:11])[CH:10]=1)=[O:5])[CH3:2] |f:2.3.4|. The solvent is CC(=O)C (acetone). Starting materials: O (water), C(C)OC(=O)C=1NC=C(C1)F (4-fluoro-1H-pyrrole-2-carboxylic acid ethyl ester), BrCC(=O)C1=CC=C(C=C1)Br (2,4′-dibromoacetophenone), C([O-])([O-])=O.[Cs+].[Cs+] (cesium carbonate). Reactants: [Br-].COC1=C(CNC(=N)NC=2SC=C(N2)C(=O)OCC)C(=CC=C1)OC (ethyl 2-{[[(2,6-dimethoxybenzyl)amino](imino)methyl]amino}-1,3-thiazole-4-carboxylate bromide), C(C)(C)NC(C)C (diisopropylamine). The solvent is ClCCl (dichlormethane). Conditions: temperature 60 celsius. The product is COC1=C(CNC(=N)NC=2SC=C(N2)C(=O)NC(C)C)C(=CC=C1)OC (2-{[[(2,6-dimethoxybenzyl)amino](imino)methyl]amino}-N-isopropyl-1,3-thiazole-4-carboxamide). Yield: 19.7%. RXN SMILES: [Br-].[CH3:2][O:3][C:4]1[CH:24]=[CH:23][CH:22]=[C:21]([O:25][CH3:26])[C:5]=1[CH2:6][NH:7][C:8]([NH:10][C:11]1[S:12][CH:13]=[C:14]([C:16]([O:18]CC)=O)[N:15]=1)=[NH:9].[CH:27]([NH:30]C(C)C)([CH3:29])[CH3:28]>ClCCl>[CH3:26][O:25][C:21]1[CH:22]=[CH:23][CH:24]=[C:4]([O:3][CH3:2])[C:5]=1[CH2:6][NH:7][C:8]([NH:10][C:11]1[S:12][CH:13]=[C:14]([C:16]([NH:30][CH:27]([CH3:29])[CH3:28])=[O:18])[N:15]=1)=[NH:9] |f:0.1|. Reported procedure: 0.157 g (0.35 mmol) ethyl 2-{[[(2,6-dimethoxybenzyl)amino](imino)methyl]amino}-1,3-thiazole-4-carboxylate bromide were combined with 1.50 ml (17.28 mmol) diisopropylamine and were heated in the microwave at 50 to 70° C. (150 Watt) for 2 hours. In this example, complete reaction was achieved only after further heating in the microwave at 70° C. (150 Watt) by “heating by cooling” after 4.5 hours. The reaction mixture was diluted with 20 ml dichlormethane and was washed with water (3×30 ml). After ... Starting materials: [BH3-]C#N, COCOc1ccc2c(c1)c(C=O)c(C(C)C)n2Cc1ccccc1, CC(=O)O, CO, NCc1cc(F)cc(F)c1, [Na+]. Yields the product COCOc1ccc2c(c1)c(CNCc1cc(F)cc(F)c1)c(C(C)C)n2Cc1ccccc1. As a reaction SMILES: [C:40]([BH3-:41])#[N:42].[CH2:1]([c:2]1[cH:3][cH:4][cH:5][cH:6][cH:7]1)[n:8]1[c:9]([CH:23]([CH3:24])[CH3:25])[c:10]([CH:21]=[O:22])[c:11]2[cH:12][c:13]([O:17][CH2:18][O:19][CH3:20])[cH:14][cH:15][c:16]12.[CH3:36][C:37](=[O:38])[OH:39].[CH3:44][OH:45].[F:26][c:27]1[cH:28][c:29]([CH2:30][NH2:31])[cH:32][c:33]([F:35])[cH:34]1.[Na+:43]>>[CH2:1]([c:2]1[cH:3][cH:4][cH:5][cH:6][cH:7]1)[n:8]1[c:9]([CH:23]([CH3:24])[CH3:25])[c:10]([CH2:21][NH:31][CH2:30][c:29]2[cH:28][c:27]([F:26])[cH:34][c:33]([F:35])[cH:32]2)[c:11]2[cH:12][c:13]([O:17][CH2:18][O:19][CH3:20])[cH:14][cH:15][c:16]12. Reactants: BrC1=NN(C=N1)C1=CC=C(C=C1)OC(F)(F)F (3-bromo-1-(4-(trifluoromethoxy)phenyl)-1H-1,2,4-triazole), O1CCOCC1 (dioxane), CC1=C(C=O)C=CC(=C1)B1OC(C(O1)(C)C)(C)C (2-methyl-4-(4,4,5,5-tetramethyl-1,3,2-dioxaborolan-2-yl)benzaldehyde), C([O-])(O)=O.[Na+] (sodium bicarbonate). The reagents and catalysts are [Pd].C1(=CC=CC=C1)P(C1=CC=CC=C1)C1=CC=CC=C1.C1(=CC=CC=C1)P(C1=CC=CC=C1)C1=CC=CC=C1.C1(=CC=CC=C1)P(C1=CC=CC=C1)C1=CC=CC=C1.C1(=CC=CC=C1)P(C1=CC=CC=C1)C1=CC=CC=C1 (tetrakis(triphenylphosphine) palladium(0)). The solvent is C(C)(=O)OCC (ethyl acetate), O (water). Run at temperature 140 celsius. Product: CC1=C(C=O)C=CC(=C1)C1=NN(C=N1)C1=CC=C(C=C1)OC(F)(F)F (2-methyl-4-(1-(4-(trifluoromethoxy)phenyl)-1H-1,2,4-triazol-3-yl)benzaldehyde). Yield: 54.7%. RXN SMILES: Br[C:2]1[N:6]=[CH:5][N:4]([C:7]2[CH:12]=[CH:11][C:10]([O:13][C:14]([F:17])([F:16])[F:15])=[CH:9][CH:8]=2)[N:3]=1.[CH3:18][C:19]1[CH:26]=[C:25](B2OC(C)(C)C(C)(C)O2)[CH:24]=[CH:23][C:20]=1[CH:21]=[O:22].C(=O)(O)[O-].[Na+].O1CCOCC1>C(OCC)(=O)C.[Pd].C1(P(C2C=CC=CC=2)C2C=CC=CC=2)C=CC=CC=1.C1(P(C2C=CC=CC=2)C2C=CC=CC=2)C=CC=CC=1.C1(P(C2C=CC=CC=2)C2C=CC=CC=2)C=CC=CC=1.C1(P(C2C=CC=CC=2)C2C=CC=CC=2)C=CC=CC=1.O>[CH3:18][C:19]1[CH:26]=[C:25]([C:2]2[N:6]=[CH:5][N:4]([C:7]3[CH:12]=[CH:11][C:10]([O:13][C:14]([F:17])([F:16])[F:15])=[CH:9][CH:8]=3)[N:3]=2)[CH:24]=[CH:23][C:20]=1[CH:21]=[O:22] |f:2.3,6.7.8.9.10|. Reported procedure: 3-Bromo-1-(4-(trifluoromethoxy)phenyl)-1H-1,2,4-triazole (C1) (0.30 g, 1.0 mmol), 2-methyl-4-(4,4,5,5-tetramethyl-1,3,2-dioxaborolan-2-yl)benzaldehyde (CB4) (0.25 g, 1.0 mmol), sodium bicarbonate (0.25 g, 2.9 mmol), tetrakis(triphenylphosphine) palladium(0) (0.17 g, 0.15 mmol), dioxane (3.9 mL), and water (0.97 mL). in a 0.5-2.0 mL vial was capped and heated at 140° C. for 30 minutes in a Biotage Initiator® microwave reactor with external IR-sensor temperature monitoring from the side of the ves...